From a dataset of the Open Reaction Database (ORD), a public repository of structured organic reaction records. describe an organic reaction: reactants, conditions, products, and yield Product: CC(=O)N1CCCCc2ccc(C(=O)CCCl)cc21. RXN SMILES: [Al+3:2].[C:5]([CH3:6])(=[O:7])[N:8]1[CH2:9][CH2:10][CH2:11][CH2:12][c:13]2[c:14]1[cH:15][cH:16][cH:17][cH:18]2.[Cl-:1].[Cl-:3].[Cl-:4].[Cl:19][CH2:20][CH2:21][C:22](=[O:23])[Cl:24].[Cl:26][CH:27]([Cl:28])[CH3:29].[OH2:25]>>[C:5]([CH3:6])(=[O:7])[N:8]1[CH2:9][CH2:10][CH2:11][CH2:12][c:13]2[c:14]1[cH:15][c:16]([C:22]([CH2:21][CH2:20][Cl:19])=[O:23])[cH:17][cH:18]2. The reactants are [Al+3], CC(=O)N1CCCCc2ccccc21, [Cl-], [Cl-], [Cl-], O=C(Cl)CCCl, CC(Cl)Cl, O. The reactants are C1(=CC=CC=C1)S(=O)(=O)OCC#C (propargyl benzenesulfonate), C1(=CC=CC=C1)O (phenol), C1=C(C=CC=C1O)C (m-cresol). The product is C(CC#C)OC1=CC=CC=C1 ((but-3-ynyloxy)benzene). As a reaction SMILES: [C:1]1(S(OCC#C)(=O)=O)[CH:6]=[CH:5][CH:4]=[CH:3][CH:2]=1.[C:14]1([OH:20])C=C[CH:17]=[CH:16][CH:15]=1.C1C(O)=CC=CC=1C>>[CH2:14]([O:20][C:1]1[CH:2]=[CH:3][CH:4]=[CH:5][CH:6]=1)[CH2:15][C:16]#[CH:17]. Procedure details: The procedure for Example 614 was used, substituting 3-butynyl p-toluenesulfonate for propargyl benzenesulfonate and phenol for m-cresol to provide Example 633. 1H NMR (500 MHz, CDCl3) δ 2.02 (t, J=2 Hz, 1H), 2.68 (dt, J=8, 2 Hz, 2H), 4.08 (t, J=8 Hz, 2H), 6.96 (m, 3H), 7.30 (m, 2H). Starting materials: CC1(OB(OC1(C)C)C=1C=CC2=C(N=C(O2)C2CCN(CC2)C(=O)OC(C)(C)C)C1)C (tert-butyl 4-(5-(4,4,5,5-tetramethyl-1,3,2-dioxaborolan-2-yl)benzo[d]oxazol-2-yl)piperidine-1-carboxylate), BrC1=CC=C(C=C1)N1N=NN=C1 (1-(4-bromophenyl)-1H-tetrazole). Yields the product N1(N=NN=C1)C1=CC=C(C=C1)C=1C=CC2=C(N=C(O2)C2CCN(CC2)C(=O)OC(C)(C)C)C1 (Tert-butyl 4-{5-[4-(1H-tetrazol-1-yl)phenyl]benzo[d]oxazol-2-yl}piperidine-1-carboxylate). The yield is 40.7%. As a reaction SMILES: CC1(C)C(C)(C)OB([C:9]2[CH:10]=[CH:11][C:12]3[O:16][C:15]([CH:17]4[CH2:22][CH2:21][N:20]([C:23]([O:25][C:26]([CH3:29])([CH3:28])[CH3:27])=[O:24])[CH2:19][CH2:18]4)=[N:14][C:13]=3[CH:30]=2)O1.Br[C:33]1[CH:38]=[CH:37][C:36]([N:39]2[CH:43]=[N:42][N:41]=[N:40]2)=[CH:35][CH:34]=1>>[N:39]1([C:36]2[CH:37]=[CH:38][C:33]([C:9]3[CH:10]=[CH:11][C:12]4[O:16][C:15]([CH:17]5[CH2:18][CH2:19][N:20]([C:23]([O:25][C:26]([CH3:29])([CH3:27])[CH3:28])=[O:24])[CH2:21][CH2:22]5)=[N:14][C:13]=4[CH:30]=3)=[CH:34][CH:35]=2)[CH:43]=[N:42][N:41]=[N:40]1. Procedure details: Following the General Procedure-1, the titled compound (80 mg) was prepared from Intermediate 8 (200 mg, 0.47 mmol) and 1-(4-bromophenyl)-1H-tetrazole (100 mg, 0.44 mmol) as a brown solid. M.P.: 207-211° C. 1H-NMR (δ ppm, CDCl3, 400 MHz): 9.02 (s, 1H), 7.91 (d, J 1.2, 1H), 7.82-7.79 (m, 4H), 7.62-7.55 (m, 2H), 4.16 (d, J 10.6, 2H), 3.21-3.12 (m, 1H), 3.00 (t, J 12.3, 2H), 2.20-2.14 (m, 2H), 2.00-1.88 (m, 2H), 1.48 (s, 9H). Reactants: OCC=1C=C(C=CC1)O (3-(hydroxymethyl)phenol), C(C=C)C1=C2C=CN(C2=CC=C1O)CC(C)(C)C (4-allyl-1-(2,2-dimethylpropyl)-1H-indol-5-ol), CC(CN1C=CC2=C(C(=CC=C12)OCCCCOC1=CC=C(C=C1)C1=NN=NN1)CCC)(C)C (1-(2,2-dimethylpropyl)-4-propyl-5-{4-[4-(1H-tetrazol-5-yl)phenoxy]butoxy}-1H-indole). Product: C(C=C)C1=C2C=CN(C2=CC=C1OCC1=CC(=CC=C1)OC1=CC=C(C=C1)C1=NN=NN1)CC(C)(C)C (4-allyl-1-(2,2-dimethylpropyl)-5-({3-[4-(1H-tetrazol-5-yl)phenoxy]benzyl}oxy)-1H-indole). RXN SMILES: O[CH2:2][C:3]1C=C(O)C=C[CH:8]=1.C(C1C(O)=CC=C2C=1C=CN2CC(C)(C)C)C=C.[CH3:28][C:29]([CH3:61])([CH3:60])[CH2:30][N:31]1[C:39]2[C:34](=[C:35]([CH2:57][CH2:58][CH3:59])[C:36]([O:40][CH2:41][CH2:42][CH2:43][CH2:44][O:45][C:46]3[CH:51]=[CH:50][C:49]([C:52]4[NH:56][N:55]=[N:54][N:53]=4)=[CH:48][CH:47]=3)=[CH:37][CH:38]=2)[CH:33]=[CH:32]1>>[CH2:57]([C:35]1[C:36]([O:40][CH2:41][C:42]2[CH:8]=[CH:3][CH:2]=[C:44]([O:45][C:46]3[CH:47]=[CH:48][C:49]([C:52]4[NH:56][N:55]=[N:54][N:53]=4)=[CH:50][CH:51]=3)[CH:43]=2)=[CH:37][CH:38]=[C:39]2[C:34]=1[CH:33]=[CH:32][N:31]2[CH2:30][C:29]([CH3:60])([CH3:61])[CH3:28])[CH:58]=[CH2:59]. Procedure: A similar reaction sequence as outlined in example 28 was followed using 3-(hydroxymethyl)phenol and 4-allyl-1-(2,2-dimethylpropyl)-1H-indol-5-ol, an intermediate from example 1. 1H NMR (CDCl3, 500 MHz) δ 7.97 (d, 2H), 7.43 (t, 1H), 7.30 (d, 1H), 7.20 (br s, 1H), 7.16 (d, 1H), 7.10 (s, 1H), 7.08 (d, 2H), 7.04-7.06 (m, 1H), 6.93 (d, 1H), 6.5 (br s, 1H), 5.90-6.03 (m, 1H), 5.10 (s, 2H), 5.05 (d, 1H), 4.95 (d, 1H), 3.90 (d, 2H), 3.68 (d, 2H), 1.00 (s, 9H). Reactants: C(C)(C)I (isopropyl iodide), FC(C=1C=C(C=CC1)C=1CNCCC1)(F)F (3-(3-trifluoromethyl-phenyl)-1,2,5,6-tetrahydropyridine), C(C)(C)I (isopropyl iodide). The reagents and catalysts are [Ag]=O (silver oxide), [Ag]=O (silver oxide). Run in CC(=O)C (acetone). Reaction conditions: time 12 hour. Yields the product C(C)(C)N1CC(=CCC1)C1=CC(=CC=C1)C(F)(F)F (1-isopropyl-3-(3-trifluoromethyl-phenyl)-1,2,5,6-tetrahydropyridine). RXN SMILES: [F:1][C:2]([F:16])([F:15])[C:3]1[CH:4]=[C:5]([C:9]2[CH2:10][NH:11][CH2:12][CH2:13][CH:14]=2)[CH:6]=[CH:7][CH:8]=1.[CH:17](I)([CH3:19])[CH3:18]>[Ag]=O.CC(C)=O>[CH:17]([N:11]1[CH2:12][CH2:13][CH:14]=[C:9]([C:5]2[CH:6]=[CH:7][CH:8]=[C:3]([C:2]([F:1])([F:15])[F:16])[CH:4]=2)[CH2:10]1)([CH3:19])[CH3:18]. Procedure: A mixture of 2.2 g of 3-(3-trifluoromethyl-phenyl)-1,2,5,6-tetrahydropyridine, 18 ml of acetone, 1.18 g of silver oxide and 1.4 ml of isopropyl iodide was stirred for 12 hours at room temperature and after the addition of 0.7 ml of isopropyl iodide and 0.5 g of silver oxide, the mixture was stirred another 3 hours at room temperature and was filtered. The filtrate was evaporated to dryness to obtain 2.9 g of raw product which was chromatographed over silica gel. Elution with an 85-10-5 cyclohexa...